From a dataset of the Open Reaction Database (ORD), a public repository of structured organic reaction records. describe an organic reaction: reactants, conditions, products, and yield Reactants: ClCC1=CC(=NC=C1)C1=CC(=C(C(=C1)OC)OC)OC (4-Chloromethyl-2-(3,4,5-trimethoxyphenyl)pyridine), C[C@@H]1NC[C@H](NC1)C (trans-2,5-dimethylpiperazine). Product: Cl.Cl.Cl.Cl.COC=1C=C(C=C(C1OC)OC)C1=NC=CC(=C1)CN1[C@H](CN([C@@H](C1)C)CC1=CC(=NC=C1)C1=CC(=C(C(=C1)OC)OC)OC)C (trans-N,N′-bis[[2-(3,4,5-trimethoxyphenyl)-pyridin-4-yl]methyl]-2,5-dimethylpiperazine tetrahydrochloride), Cl (hydrochloride). RXN SMILES: [Cl:1][CH2:2][C:3]1[CH:8]=[CH:7][N:6]=[C:5]([C:9]2[CH:14]=[C:13]([O:15][CH3:16])[C:12]([O:17][CH3:18])=[C:11]([O:19][CH3:20])[CH:10]=2)[CH:4]=1.[CH3:21][C@H:22]1[CH2:27][NH:26][C@H:25]([CH3:28])[CH2:24][NH:23]1>>[ClH:1].[ClH:1].[ClH:1].[ClH:1].[CH3:20][O:19][C:11]1[CH:10]=[C:9]([C:5]2[CH:4]=[C:3]([CH2:2][N:23]3[CH2:24][C@@H:25]([CH3:28])[N:26]([CH2:2][C:3]4[CH:8]=[CH:7][N:6]=[C:5]([C:9]5[CH:14]=[C:13]([O:15][CH3:16])[C:12]([O:17][CH3:18])=[C:11]([O:19][CH3:20])[CH:10]=5)[CH:4]=4)[CH2:27][C@@H:22]3[CH3:21])[CH:8]=[CH:7][N:6]=2)[CH:14]=[C:13]([O:15][CH3:16])[C:12]=1[O:17][CH3:18].[ClH:1] |f:2.3.4.5.6|. Procedure details: 4-Chloromethyl-2-(3,4,5-trimethoxyphenyl)pyridine (123 mg) and trans-2,5-dimethylpiperazine (23 mg) were reacted in the same manner as in Example 1 to obtain the title compound as a hydrochloride.